Task: describe an organic reaction: reactants, conditions, products, and yield. Dataset: the Open Reaction Database (ORD), a public repository of structured organic reaction records Reactants: CC(C)O, [H][H], CC(C)(C)OC(=O)NNc1c([N+](=O)[O-])cnc2ccccc12. Yields the product CC(C)(C)OC(=O)NNc1c(N)cnc2ccccc12. As a reaction SMILES: [CH:25]([OH:26])([CH3:27])[CH3:28].[H:23][H:24].[N+:1]([O-:2])(=[O:3])[c:4]1[cH:5][n:6][c:7]2[cH:8][cH:9][cH:10][cH:11][c:12]2[c:13]1[NH:14][NH:15][C:16](=[O:17])[O:18][C:19]([CH3:20])([CH3:21])[CH3:22]>>[NH2:1][c:4]1[cH:5][n:6][c:7]2[cH:8][cH:9][cH:10][cH:11][c:12]2[c:13]1[NH:14][NH:15][C:16](=[O:17])[O:18][C:19]([CH3:20])([CH3:21])[CH3:22]. The reactants are FC=1C=C2C=CC(NC2=C(C1F)F)=O (6,7,8-Trifluorocarbostyril), [H][H] (hydrogen). The reagents and catalysts are [Ni] (Raney nickel), [Ni] (Raney nickel). Solvent: C(C)O (ethanol), CN(C=O)C (dimethylformamide). Yields the product FC=1C=C2CCC(NC2=C(C1F)F)=O (6,7,8-Trifluoro-3,4-dihydrocarbostyril). Isolated yield 95.9%. As a reaction SMILES: [F:1][C:2]1[CH:3]=[C:4]2[C:9](=[C:10]([F:13])[C:11]=1[F:12])[NH:8][C:7](=[O:14])[CH:6]=[CH:5]2.[H][H]>C(O)C.CN(C)C=O.[Ni]>[F:1][C:2]1[CH:3]=[C:4]2[C:9](=[C:10]([F:13])[C:11]=1[F:12])[NH:8][C:7](=[O:14])[CH2:6][CH2:5]2. Reported procedure: 6,7,8-Trifluorocarbostyril (24.35 g), suspended in a mixture of ethanol (450 cc) and dimethylformamide (150 cc), is hydrogenated with stirring at approximately 50° C. in the presence of Raney nickel (5 g) under a pressure of 1 atmosphere, until the absorption of hydrogen is complete. The Raney nickel used, of W-2 grade, is washed beforehand with 2% aqueous acetic acid solution (50 cc), with water (2×50 cc) and with ethanol (3×50 cc). The reaction mixture is treated with dimethylformamide (250 cc...